This data is from the Open Reaction Database (ORD), a public repository of structured organic reaction records. The task is: describe an organic reaction: reactants, conditions, products, and yield Reactants: [N+](=O)([O-])[O-].[NH4+].[Ce] (cerium ammonium nitrate), FC1=CC=C(C=2C=C3C=CN=CC3=C(C21)O)OC (9-fluoro-10-hydroxy-6-methoxybenzo[g]isoquinoline). Solvent: O (water), C(C)#N (acetonitrile), O (water). Reaction conditions: temperature 60 celsius. Product: FC1=CC=C(C=2C(C=3C=CN=CC3C(C21)=O)=O)OC (9-fluoro-6-methoxybenzo[g]isoquinoline5,10-dione). Reaction SMILES: [N+]([O-])([O-])=[O:2].[NH4+].[Ce].[F:7][C:8]1[C:21]2[C:20]([OH:22])=[C:19]3[C:14]([CH:15]=[CH:16][N:17]=[CH:18]3)=[CH:13][C:12]=2[C:11]([O:23][CH3:24])=[CH:10][CH:9]=1>O.C(#N)C>[F:7][C:8]1[C:21]2[C:20](=[O:22])[C:19]3[CH:18]=[N:17][CH:16]=[CH:15][C:14]=3[C:13](=[O:2])[C:12]=2[C:11]([O:23][CH3:24])=[CH:10][CH:9]=1 |f:0.1.2|. Procedure details: A solution of cerium ammonium nitrate (CAN; 13.70 g) in water (50 mL) is added during twenty minutes to a stirred suspension of 9-fluoro-10-hydroxy-6-methoxybenzo[g]isoquinoline in acetonitrile (150 mL). At the end of the addition the obtained suspension is heated at 60° C. for two hours to give a clear, dark solution which is cooled to room temperature and diluted with water (100 mL). Following removal of acetonitrile by distillation at reduced pressure the aqueous phase is saturated with sodiu... Starting materials: OCCN1C(NCCC1)=S (1-(2-hydroxyethyl)-3,4,5,6-tetrahydropyrimidine-2-thione), CS(=O)(=O)OC (methyl methanesulfonate). Solvent: COC(C)(C)C (t-butyl methyl ether), C(C)O (ethyl alcohol). The product is S(C)(=O)(=O)O.OCCN1C(NCCC1)SC (1-(2-hydroxyethyl)-2-methylthio-3,4,5,6-tetrahydropyrimidine mesylate). The yield is 128.8%. RXN SMILES: [OH:1][CH2:2][CH2:3][N:4]1[CH2:9][CH2:8][CH2:7][NH:6][C:5]1=[S:10].[CH3:11][S:12]([O:15]C)(=[O:14])=[O:13]>C(O)C.COC(C)(C)C>[S:12]([OH:15])(=[O:14])(=[O:13])[CH3:11].[OH:1][CH2:2][CH2:3][N:4]1[CH2:9][CH2:8][CH2:7][NH:6][CH:5]1[S:10][CH3:11] |f:4.5|. Procedure: Then, 1-(2-hydroxyethyl)-3,4,5,6-tetrahydropyrimidine-2-thione (121.2 g) and methyl methanesulfonate (91.51 g) are heated at reflux in ethyl alcohol (200 ml) for about 2 hours and then allowed to cool to room temperature. The mixture was diluted with t-butyl methyl ether (2 liters). An oil separates which crystallizes on keeping in freezer at -20° C. Filtration and drying yields 145.7 g of 1-(2-hydroxyethyl)-2-methylthio-3,4,5,6-tetrahydropyrimidine mesylate, melting point 61.7°-62.2° C.